From a dataset of the Open Reaction Database (ORD), a public repository of structured organic reaction records. describe an organic reaction: reactants, conditions, products, and yield The reactants are CC1=C2C=NN(C2=CC=C1C#C[Si](C)(C)C)C1OCCCC1 (4-methyl-1-(tetrahydro-2H-pyran-2-yl)-5-((trimethylsilyl)ethynyl)-1H-indazole), C(#C)C=1C=C2C=NN(C2=CC1)C1OCCCC1 (5-ethynyl-1-(tetrahydro-2H-pyran-2-yl)-1H-indazole), C(#CCC)C=1C=C2C=NN(C2=CC1)C1OCCCC1 (5-(But-1-yn-1-yl)-1-(tetrahydro-2H-pyran-2-yl)-1H-indazole). Product: C(#CCC)C=1C(=C2C=NN(C2=CC1)C1OCCCC1)C (5-(But-1-yn-1-yl)-4-methyl-1-(tetrahydro-2H-pyran-2-yl)-1H-indazole). As a reaction SMILES: [CH3:1][C:2]1[C:10]([C:11]#[C:12][Si](C)(C)C)=[CH:9][CH:8]=[C:7]2[C:3]=1[CH:4]=[N:5][N:6]2[CH:17]1[CH2:22][CH2:21][CH2:20][CH2:19][O:18]1.[C:23](C1C=C2C(=CC=1)N(C1CCCCO1)N=C2)#[CH:24].C(C1C=C2C(=CC=1)N(C1CCCCO1)N=C2)#CCC>>[C:11]([C:10]1[C:2]([CH3:1])=[C:3]2[C:7](=[CH:8][CH:9]=1)[N:6]([CH:17]1[CH2:22][CH2:21][CH2:20][CH2:19][O:18]1)[N:5]=[CH:4]2)#[C:12][CH2:23][CH3:24]. Procedure details: The title compound was prepared from 4-methyl-1-(tetrahydro-2H-pyran-2-yl)-5-((trimethylsilyl)ethynyl)-1H-indazole following the procedures outlined for Intermediate 2 (step 2) and Intermediate 3. 1H NMR (300 MHz, DMSO-d6): δ 7.97 (s, 1H), 7.27 (d, 1H), 7.11 (d, 1H), 5.59 (dd, 1H), 3.58 (m, 1H), 3.50 (m, 1H), 2.38 (s, 3H), 2.17 (q, 2H), 2.13 (m, 1H), 1.77 (m, 2H), 1.50 (m, 1H), 1.36 (m, 2H), 0.98 (t, 3H).